From a dataset of the Open Reaction Database (ORD), a public repository of structured organic reaction records. describe an organic reaction: reactants, conditions, products, and yield Starting materials: N (ammonia), CS(=O)(=O)OCC1=NC=C(C(=C1)OCC)C(NC)=O (4-Ethoxy-5-methylcarbamoylpyridin-2-ylmethyl methanesulfonate). Solvent: CO (MeOH). Conditions: time 10 minute. The product is NCC1=NC=C(C(=O)NC)C(=C1)OCC (6-Aminomethyl-4-ethoxy-N-methylnicotinamide). RXN SMILES: CS(O[CH2:6][C:7]1[CH:12]=[C:11]([O:13][CH2:14][CH3:15])[C:10]([C:16](=[O:19])[NH:17][CH3:18])=[CH:9][N:8]=1)(=O)=O.[NH3:20]>CO>[NH2:20][CH2:6][C:7]1[CH:12]=[C:11]([O:13][CH2:14][CH3:15])[C:10]([C:16]([NH:17][CH3:18])=[O:19])=[CH:9][N:8]=1. Procedure: 4-Ethoxy-5-methylcarbamoylpyridin-2-ylmethyl methanesulfonate (436 mg), dissolved in abs. MeOH (7 ml), was added dropwise to a methanolic ammonia solution (7.1 ml; 7N) in a microwave vessel at RT and with stirring in the course of 10 min. After standing overnight, the solvent was stripped off and the residue was purified by means of preparative HPLC. The product-containing fractions were combined, freed from the acetonitrile and freeze-dried. The product was treated with saturated sodium chlorid... The reactants are C(CCCCCCC\C=C/CCCC)O ((Z)-Tetradec-9-en-1-ol), C(CCCCCCCCCC=CCCCCCCCC)O (11-eicosenol), C=CCCCC (1-hexene). Run in C1CCOC1 (THF). Yields the product C(CCCCCCCCC\C=C/CCCC)O ((Z)-Hexadec-11-en-1-ol). The yield is 76.0%. As a reaction SMILES: C(O)CCCCCCC/C=C\CCCC.[CH2:16]([OH:36])[CH2:17][CH2:18][CH2:19][CH2:20][CH2:21][CH2:22][CH2:23][CH2:24][CH2:25][CH:26]=[CH:27][CH2:28][CH2:29][CH2:30][CH2:31]CCCC.C=CCCCC>C1COCC1>[CH2:16]([OH:36])[CH2:17][CH2:18][CH2:19][CH2:20][CH2:21][CH2:22][CH2:23][CH2:24][CH2:25]/[CH:26]=[CH:27]\[CH2:28][CH2:29][CH2:30][CH3:31]. Procedure details: According to the procedure for compound 3, 11-eicosenol (1.3 g, 4.4 mmol) and 1-hexene (6 mL) in THF (6 mL) were reacted with 1 (0.028 g, 1 mol %) to provide 5 (0.84 g, 76% yield, 86% Z as determined by 1H-NMR) as a colorless oil; 1H NMR (CDCl3): δ 5.36 (2H, m), 3.64 (2H, td, J=6.5, 5.3 Hz), 2.02 (4H, m), 1.56 (2H, m), 1.23-1.38 (19H, m), 0.90 (3H, t, J=7.2 Hz); 13C NMR (CDCl3): δ 129.9 (2C), 63.1, 32.8, 32.0, 29.8, 29.6 (2C), 29.5, 29.4, 29.3, 27.2, 26.9, 25.8, 22.4, 14.0; HRMS (FAB): 241.2536,... The reactants are CN(C1c2cc(OCc3ccccc3)ccc2OC(C)(C)C1O)S(C)(=O)=O, CI, [H-], [Na+], CN(C)C=O. The product is COC1C(N(C)S(C)(=O)=O)c2cc(OCc3ccccc3)ccc2OC1(C)C. As a reaction SMILES: [CH2:1]([c:2]1[cH:3][cH:4][cH:5][cH:6][cH:7]1)[O:8][c:9]1[cH:10][c:11]2[c:16]([cH:17][cH:18]1)[O:15][C:14]([CH3:19])([CH3:20])[CH:13]([OH:21])[CH:12]2[N:22]([S:23](=[O:24])(=[O:25])[CH3:26])[CH3:27].[CH3:30][I:31].[H-:28].[Na+:29].[O:32]=[CH:33][N:34]([CH3:35])[CH3:36]>>[CH2:1]([c:2]1[cH:3][cH:4][cH:5][cH:6][cH:7]1)[O:8][c:9]1[cH:10][c:11]2[c:16]([cH:17][cH:18]1)[O:15][C:14]([CH3:19])([CH3:20])[CH:13]([O:21][CH3:30])[CH:12]2[N:22]([S:23](=[O:24])(=[O:25])[CH3:26])[CH3:27].